describe an organic reaction: reactants, conditions, products, and yield From a dataset of the Open Reaction Database (ORD), a public repository of structured organic reaction records. Reactants: C(=O)(O)[O-].[Na+] (NaHCO3), NC1=C(SC(=C1)C=1C=NNC1C)C(=O)N (3-amino-5-(5-methyl-1H-pyrazol-4-yl)thiophene -2-carboxamide), C1C(CC2=CC=CC=C12)=O (2-indanone), [O-]S(=O)(=O)[O-].[Mg+2] (MgSO4), CC1(C2CCC1(C(=O)C2)CS(=O)(=O)O)C (CSA). Run in CCOC(=O)C.C1CCOC1 (EtOAc THF), CC(=O)N(C)C (DMA). Conditions: temperature 80 celsius, time 1 hour. The product is CC1=C(C=NN1)C1=CC=2NC3(NC(C2S1)=O)CC1=CC=CC=C1C3 (6′-(5-methyl-1H-pyrazol-4-yl)-1,3-dihydro-1′H-spiro[indene-2,2′-thieno[3,2-d]pyrimidin]-4′(3′H)-one). Yield: 12.5%. RXN SMILES: [NH2:1][C:2]1[CH:6]=[C:5]([C:7]2[CH:8]=[N:9][NH:10][C:11]=2[CH3:12])[S:4][C:3]=1[C:13]([NH2:15])=[O:14].[CH2:16]1[C:24]2[C:19](=[CH:20][CH:21]=[CH:22][CH:23]=2)[CH2:18][C:17]1=O.[O-]S([O-])(=O)=O.[Mg+2].CC1(C)C2(CS(O)(=O)=O)C(CC1CC2)=O.C([O-])(O)=O.[Na+]>CCOC(C)=O.C1COCC1.CC(N(C)C)=O>[CH3:12][C:11]1[NH:10][N:9]=[CH:8][C:7]=1[C:5]1[S:4][C:3]2[C:13](=[O:14])[NH:15][C:17]3([CH2:16][C:24]4[C:19](=[CH:20][CH:21]=[CH:22][CH:23]=4)[CH2:18]3)[NH:1][C:2]=2[CH:6]=1 |f:2.3,5.6,7.8|. Procedure details: A mixture of 3-amino-5-(5-methyl-1H-pyrazol-4-yl)thiophene -2-carboxamide (111 mg, 0.50 mmol), 2-indanone (330 mg, 2.50 mmol), MgSO4 (120 mg, 1.00 mmol), CSA (11.6 mg, 0.050 mmol) and DMA (3 mL) was stirred at 80° C. for 1 h. The mixture was poured into saturated aqueous NaHCO3 and 2:1 EtOAc/THF. The organic layer was collected, dried over MgSO4, filtered and concentrated under reduced pressure. The residue was purified by column chromatography (Purif, silica gel, hexane to EtOAc, then to 90:10 ...